describe an organic reaction: reactants, conditions, products, and yield From a dataset of the Open Reaction Database (ORD), a public repository of structured organic reaction records. Starting materials: C(C)OC(CC1=CC(=C(C=C1)OC)OC1=C(C=C(C=C1)N)CSCC(F)(F)F)=O ({3-[4-amino-2-(2,2,2-trifluoro-ethylsulfanylmethyl)-phenoxy]-4-methoxy-phenyl}-acetic acid ethyl ester), ClC(=O)OCCCl (2-chloroethyl chloroformate). The product is C(C)OC(CC1=CC(=C(C=C1)OC)OC1=C(C=C(C=C1)NC(=O)OCCCl)CSCC(F)(F)F)=O ({3-[4-(2-Chloro-ethoxycarbonylamino)-2-(2,2,2-trifluoro-ethylsulfanylmethyl)-phenoxy]-4-methoxy-phenyl}-acetic acid ethyl ester). As a reaction SMILES: [CH2:1]([O:3][C:4](=[O:29])[CH2:5][C:6]1[CH:11]=[CH:10][C:9]([O:12][CH3:13])=[C:8]([O:14][C:15]2[CH:20]=[CH:19][C:18]([NH2:21])=[CH:17][C:16]=2[CH2:22][S:23][CH2:24][C:25]([F:28])([F:27])[F:26])[CH:7]=1)[CH3:2].Cl[C:31]([O:33][CH2:34][CH2:35][Cl:36])=[O:32]>>[CH2:1]([O:3][C:4](=[O:29])[CH2:5][C:6]1[CH:11]=[CH:10][C:9]([O:12][CH3:13])=[C:8]([O:14][C:15]2[CH:20]=[CH:19][C:18]([NH:21][C:31]([O:33][CH2:34][CH2:35][Cl:36])=[O:32])=[CH:17][C:16]=2[CH2:22][S:23][CH2:24][C:25]([F:26])([F:27])[F:28])[CH:7]=1)[CH3:2]. Procedure: Prepared according to the procedure described in Example 3, Step 6, using the following starting materials: {3-[4-amino-2-(2,2,2-trifluoro-ethylsulfanylmethyl)-phenoxy]-4-methoxy-phenyl}-acetic acid ethyl ester and 2-chloroethyl chloroformate. Starting materials: C(C)OC(C(C)(C1=CC=CC=C1)SC=1SC2=C(N1)C=CC(=C2)O)=O (2-(6-hydroxybenzothiazol-2-ylthio)-2-phenylpropionic acid ethyl ester), S(=O)(=O)(OCC)OCC (diethyl sulfate). RXN SMILES: [CH2:1]([O:3][C:4](=[O:24])[C:5]([S:13][C:14]1[S:15][C:16]2[CH:22]=[C:21]([OH:23])[CH:20]=[CH:19][C:17]=2[N:18]=1)([C:7]1[CH:12]=[CH:11][CH:10]=[CH:9][CH:8]=1)[CH3:6])[CH3:2].S(OCC)(O[CH2:29][CH3:30])(=O)=O>[OH-].[Na+]>[CH2:1]([O:3][C:4](=[O:24])[C:5]([S:13][C:14]1[S:15][C:16]2[CH:22]=[C:21]([O:23][CH2:29][CH3:30])[CH:20]=[CH:19][C:17]=2[N:18]=1)([C:7]1[CH:8]=[CH:9][CH:10]=[CH:11][CH:12]=1)[CH3:6])[CH3:2] |f:2.3|. Yields the product C(C)OC(C(C)(C1=CC=CC=C1)SC=1SC2=C(N1)C=CC(=C2)OCC)=O (2-(6-ethoxybenzothiazol-2-ylthio)-2-phenylpropionic acid ethyl ester). The solvent is [OH-].[Na+] (sodium hydroxide). Procedure: 3.59 g. of 2-(6-hydroxybenzothiazol-2-ylthio)-2-phenylpropionic acid ethyl ester is dissolved in 15 ml of 1 N sodium hydroxide solution and 1.6 g of diethyl sulfate is added dropwise, while stirring. After stirring for a total of 1 hour, the mixture is worked up in the customary manner to give 2-(6-ethoxybenzothiazol-2-ylthio)-2-phenylpropionic acid ethyl ester, m.p. 92°-94°. Starting materials: [H-].[Na+] (sodium hydride), C1(=CC=CC=C1)C(C1=CC=CC=C1)OC(=O)C12C(=CC3C2(CC2C(CCC2C1(C3)C=O)C)COC31OC2C(O3)OC(C2O)C1O[Si](C)(C)C(C)(C)C)C(C)C (8a-[[[6-(hydroxy)tetrahydro-7-t-butyldimethylsilyloxy-2,5-methanofuro[2,3-d]-1,3-dioxol-2-yl]oxy]methyl]-4-formyl-4,4a,5,6,7,7a,8,8a-octahydro-7-methyl-3-(1-methylethyl)-1,4-methano-s-indacene-3a(1H)-carboxylic acid diphenylmethyl ester), C(CCCCCCCCC)Br (decyl bromide). The solvent is CN(C=O)C (dimethylformamide). Run at time 15 minute. Product: C1(=CC=CC=C1)C(C1=CC=CC=C1)OC(=O)C12C(=CC3C2(CC2C(CCC2C1(C3)C=O)C)COC31OC2C(O3)OC(C2OCCCCCCCCCC)C1O[Si](C)(C)C(C)(C)C)C(C)C (8a-[[[6-(decyloxy)tetrahydro-7-t-butyldimethylsilyloxy-2,5-methanofuro[2,3-d]-1,3-dioxol-2-yl]oxy]methyl]-4-formyl-4,4a,5,6,7,7a,8,8a-octahydro-7-methyl-3-(1-methylethyl)-1,4-methano-s-indacene-3a(1H)-carboxylic acid diphenylmethyl ester). RXN SMILES: [C:1]1([CH:7]([O:14][C:15]([C:17]23[C:28]4([CH:30]=[O:31])[CH2:29][CH:20]([C:21]2([CH2:33][O:34][C:35]25[CH:44]([O:45][Si:46]([C:49]([CH3:52])([CH3:51])[CH3:50])([CH3:48])[CH3:47])[CH:41]6[CH:42]([OH:43])[CH:37]([CH:38]([O:40]6)[O:39]2)[O:36]5)[CH2:22][CH:23]2[CH:27]4[CH2:26][CH2:25][CH:24]2[CH3:32])[CH:19]=[C:18]3[CH:53]([CH3:55])[CH3:54])=[O:16])[C:8]2[CH:13]=[CH:12][CH:11]=[CH:10][CH:9]=2)[CH:6]=[CH:5][CH:4]=[CH:3][CH:2]=1.[H-].[Na+].[CH2:58](Br)[CH2:59][CH2:60][CH2:61][CH2:62][CH2:63][CH2:64][CH2:65][CH2:66][CH3:67]>CN(C)C=O>[C:1]1([CH:7]([O:14][C:15]([C:17]23[C:28]4([CH:30]=[O:31])[CH2:29][CH:20]([C:21]2([CH2:33][O:34][C:35]25[CH:44]([O:45][Si:46]([C:49]([CH3:52])([CH3:51])[CH3:50])([CH3:48])[CH3:47])[CH:41]6[CH:42]([O:43][CH2:58][CH2:59][CH2:60][CH2:61][CH2:62][CH2:63][CH2:64][CH2:65][CH2:66][CH3:67])[CH:37]([CH:38]([O:40]6)[O:39]2)[O:36]5)[CH2:22][CH:23]2[CH:27]4[CH2:26][CH2:25][CH:24]2[CH3:32])[CH:19]=[C:18]3[CH:53]([CH3:55])[CH3:54])=[O:16])[C:8]2[CH:9]=[CH:10][CH:11]=[CH:12][CH:13]=2)[CH:6]=[CH:5][CH:4]=[CH:3][CH:2]=1 |f:1.2|. Reported procedure: 62.8 mg of compound (6) was dissolved in 0.4 ml of dry dimethylformamide under a nitrogen atmosphere and mixed with about 7 mg of sodium hydride under cooling with ice. After 15 minutes, 80 μl of decyl bromide was added, and the reaction solution was allowed to react at room temperature under stirring for another 18 hours. Then, the reaction solution was charged onto a silica gel column (Kieselgel 60, Merck, 1.0φ×20 cm) and eluted with n-hexane-ethyl acetate (4:1) to give 85.7 mg of compound (48... Solvent: C1CCOC1 (THF), C1CCOC1 (THF), O (water). Starting materials: C(CCC)[Sn]1(C=CC(C=C1)CCBr)CCCC (1,1-dibutyl-4-(2-bromoethyl)-1-stannacyclohexa-2,5-diene), C(CCC)[Sn]1(C(=CC=CC1)[Li])CCCC (1,1-dibutyl-1-stannacyclohexadienyllithium), C(CCC)[Sn]1(C=CCC=C1)CCCC (1,1-dibutyl-1-stannacyclohexa-2,5-diene), C(C)(C)[N-]C(C)C.[Li+] (lithium diisopropylamide). Reaction conditions: time 16 hour. The product is C(CCC)[Sn]1(C=CC(C=C1)CCC1C=C[Sn](C=C1)(CCCC)CCCC)CCCC (1,2-Bis(1,1-dibutylstannacylohexa-2,5-dien-4-yl)ethane). As a reaction SMILES: [CH2:1]([Sn:5]1([CH2:12][CH2:13][CH2:14][CH3:15])[CH2:10][CH:9]=[CH:8][CH:7]=[C:6]1[Li])[CH2:2][CH2:3][CH3:4].C([Sn]1(CCCC)C=CCC=C1)CCC.C([N-]C(C)C)(C)C.[Li+].[CH2:38]([Sn:42]1([CH2:51][CH2:52][CH2:53][CH3:54])[CH:47]=[CH:46][CH:45]([CH2:48][CH2:49]Br)[CH:44]=[CH:43]1)[CH2:39][CH2:40][CH3:41]>C1COCC1.O>[CH2:1]([Sn:5]1([CH2:12][CH2:13][CH2:14][CH3:15])[CH:10]=[CH:9][CH:8]([CH2:49][CH2:48][CH:45]2[CH:44]=[CH:43][Sn:42]([CH2:51][CH2:52][CH2:53][CH3:54])([CH2:38][CH2:39][CH2:40][CH3:41])[CH:47]=[CH:46]2)[CH:7]=[CH:6]1)[CH2:2][CH2:3][CH3:4] |f:2.3|. Procedure details: A solution of 1,1-dibutyl-1-stannacyclohexadienyllithium prepared from 1,1-dibutyl-1-stannacyclohexa-2,5-diene (0.08 g, 2.67 mmol) and 2.67 mmol of lithium diisopropylamide (LDA) in 20 mL of THF was added to a solution of 1,1-dibutyl-4-(2-bromoethyl)-1-stannacyclohexa-2,5-diene (1.0 g, 2.46 mmol) in 5 mL THF at −78° C. After stirring approximately 16 hours, 10 mL of water were added and the product was extracted with pentane, dried over MgSO4, and evaporated to dryness. The red residue left cont... The reactants are C1(=CC=CC=C1)C(CC(=O)C=1C=CC(N(C1)C)=O)C1=CC=CC=C1 (5-(3,3-diphenyl-propionyl)-1-methyl-1H-pyridin-2-one), Cl.NO (hydroxylamine hydrochloride), C(=O)(O)[O-].[Na+] (NaHCO3). Product: O\N=C(/CC(C1=CC=CC=C1)C1=CC=CC=C1)\C=1C=CC(N(C1)C)=O (5-{1-[(E)-Hydroxyimino]-3,3-diphenyl-propyl}-1-methyl-1H-pyridin-2-one). Reaction SMILES: [C:1]1([CH:7]([C:19]2[CH:24]=[CH:23][CH:22]=[CH:21][CH:20]=2)[CH2:8][C:9]([C:11]2[CH:12]=[CH:13][C:14](=[O:18])[N:15]([CH3:17])[CH:16]=2)=O)[CH:6]=[CH:5][CH:4]=[CH:3][CH:2]=1.Cl.[NH2:26][OH:27].C([O-])(O)=O.[Na+]>>[OH:27]/[N:26]=[C:9](/[C:11]1[CH:12]=[CH:13][C:14](=[O:18])[N:15]([CH3:17])[CH:16]=1)\[CH2:8][CH:7]([C:19]1[CH:24]=[CH:23][CH:22]=[CH:21][CH:20]=1)[C:1]1[CH:6]=[CH:5][CH:4]=[CH:3][CH:2]=1 |f:1.2,3.4|. Procedure: In analogy to example 151, step 3, 5-(3,3-diphenyl-propionyl)-1-methyl-1H-pyridin-2-one was reacted with hydroxylamine hydrochloride in the presence of NaHCO3 to give the title compound containing less than 10% of the corresponding Z isomer as a colorless solid, MS (ESI+): m/z=333.3 [M+H]+.